From a dataset of the Open Reaction Database (ORD), a public repository of structured organic reaction records. describe an organic reaction: reactants, conditions, products, and yield The reactants are C(C)(=O)OCC (ethyl acetate), [N+](=O)([O-])C1=CC=C(C=C1)NNC(C(F)(F)F)=O (2-(4-Nitrophenyl)-1-trifluoroacetylhydrazine), [H][H] (hydrogen). The reagents and catalysts are [Pt]=O (platinum oxide). Solvent: C(C)O (ethanol). Product: NC1=CC=C(C=C1)NNC(C(F)(F)F)=O (2-(4-Aminophenyl)-1-trifluoroacetylhydrazine). As a reaction SMILES: [N+:1]([C:4]1[CH:9]=[CH:8][C:7]([NH:10][NH:11][C:12](=[O:17])[C:13]([F:16])([F:15])[F:14])=[CH:6][CH:5]=1)([O-])=O.C(OCC)(=O)C.[H][H]>C(O)C.[Pt]=O>[NH2:1][C:4]1[CH:5]=[CH:6][C:7]([NH:10][NH:11][C:12](=[O:17])[C:13]([F:14])([F:15])[F:16])=[CH:8][CH:9]=1. Procedure: 2-(4-Nitrophenyl)-1-trifluoroacetylhydrazine (2.5 g, 0.01 mole) and platinum oxide (84%, catalytic amount) were mixed in ethanol (100 ml) and ethyl acetate (100 ml) in a Parr shaker bottle. The reaction mixture was hydrogenated at room temperature until hydrogen uptake ceased. The reaction mixture was filtered and the solvent was evaporated from the filtrate leaving a brown semisolid. Yield 2.0 g (91%), no m.p. was taken on this material. Spectral data verified its structure. Starting materials: C(C)OC(=O)C1=NC(=CC(=C1)C=1C=NC=C(C1)F)C (5-Fluoro-6′-methyl-[3,4′]bipyridinyl-2′-carboxylic acid ethyl ester), FC1=CC=C(N)C=C1 (4-Fluoroaniline). Yields the product FC1=CC=C(C=C1)NC(=O)C1=NC(=CC(=C1)C=1C=NC=C(C1)F)C (5-Fluoro-6′-methyl-[3,4′]bipyridinyl-2′-carboxylic acid (4-fluoro-phenyl)-amide). RXN SMILES: C(O[C:4]([C:6]1[CH:11]=[C:10]([C:12]2[CH:13]=[N:14][CH:15]=[C:16]([F:18])[CH:17]=2)[CH:9]=[C:8]([CH3:19])[N:7]=1)=[O:5])C.[F:20][C:21]1[CH:27]=[CH:26][C:24]([NH2:25])=[CH:23][CH:22]=1>>[F:20][C:21]1[CH:27]=[CH:26][C:24]([NH:25][C:4]([C:6]2[CH:11]=[C:10]([C:12]3[CH:13]=[N:14][CH:15]=[C:16]([F:18])[CH:17]=3)[CH:9]=[C:8]([CH3:19])[N:7]=2)=[O:5])=[CH:23][CH:22]=1. Reported procedure: The title compound, was prepared from 5-Fluoro-6′-methyl-[3,4′]bipyridinyl-2′-carboxylic acid ethyl ester in accordance with the general method of example 26, step 6 using 4-Fluoroaniline instead of 3-chloroaniline to yield the final compound as a gray solid, MS (ISP): m/e=324.9, 326.2 (M+H)+.